From a dataset of the Open Reaction Database (ORD), a public repository of structured organic reaction records. describe an organic reaction: reactants, conditions, products, and yield Reactants: CC1(C)CCc2ccc(Br)cc21, CC(=O)O. Yields the product CC1(C)CC(=O)c2ccc(Br)cc21. RXN SMILES: [Br:1][c:2]1[cH:3][cH:4][c:5]2[c:9]([cH:10]1)[C:8]([CH3:11])([CH3:12])[CH2:7][CH2:6]2.[CH3:13][C:14]([OH:15])=[O:16]>>[Br:1][c:2]1[cH:3][cH:4][c:5]2[c:9]([cH:10]1)[C:8]([CH3:11])([CH3:12])[CH2:7][C:6]2=[O:15]. Starting materials: C(CC)[Mg]Br (n-propyl-magnesium bromide), ClC1=CC=C(C=C1)CC(C(C(=CN(C)C)N1N=CN=C1)=O)(C)C (1-(4-chlorophenyl)-2,2-dimethyl-5-dimethylamino-4-(1,2,4-triazol-1-yl)-4-penten-3-one), Cl (hydrochloric acid). Solvent: CCOCC (ether), CCOCC (ether). Conditions: time 1.5 hour. The product is ClC1=CC=C(C=C1)CC(C(C(=CCCC)N1N=CN=C1)=O)(C)C (1-(4-chlorophenyl)-2,2-dimethyl-4-(1,2,4-triazol-1-yl)-4-octen-3-one). The yield is 60.5%. RXN SMILES: [Cl:1][C:2]1[CH:7]=[CH:6][C:5]([CH2:8][C:9]([CH3:23])([CH3:22])[C:10](=[O:21])[C:11]([N:16]2[CH:20]=[N:19][CH:18]=[N:17]2)=[CH:12]N(C)C)=[CH:4][CH:3]=1.[CH2:24]([Mg]Br)[CH2:25][CH3:26].Cl>CCOCC>[Cl:1][C:2]1[CH:3]=[CH:4][C:5]([CH2:8][C:9]([CH3:22])([CH3:23])[C:10](=[O:21])[C:11]([N:16]2[CH:20]=[N:19][CH:18]=[N:17]2)=[CH:12][CH2:24][CH2:25][CH3:26])=[CH:6][CH:7]=1. Reported procedure: 49.9 g (0.15 mol) of 1-(4-chlorophenyl)-2,2-dimethyl-5-dimethylamino-4-(1,2,4-triazol-1-yl)-4-penten-3-one are dissolved in 750 ml of ether, and a solution of 33.9 g (0.23 mol) of n-propyl-magnesium bromide in 100 ml of ether is added dropwise at -20° C. The reaction mixture is subsequently stirred for 1.5 hours, during which it warms to room temperature. The reaction mixture is adjusted to a pH value of 7 to 8 with dilute hydrochloric acid. The organic phase is then separated off, washed with w... Starting materials: CCOC(=O)C(c1ccc([N+](=O)[O-])cc1)c1ccnc(C(F)(F)F)c1, CO, [Li+], [OH-], O. The product is O=[N+]([O-])c1ccc(Cc2ccnc(C(F)(F)F)c2)cc1. Reaction SMILES: [CH2:1]([O:2][C:3](=[O:4])[CH:5]([c:6]1[cH:7][c:8]([C:12]([F:13])([F:14])[F:15])[n:9][cH:10][cH:11]1)[c:16]1[cH:17][cH:18][c:19]([N+:22](=[O:23])[O-:24])[cH:20][cH:21]1)[CH3:25].[CH3:29][OH:30].[Li+:28].[OH-:27].[OH2:26]>>[CH2:5]([c:6]1[cH:7][c:8]([C:12]([F:13])([F:14])[F:15])[n:9][cH:10][cH:11]1)[c:16]1[cH:17][cH:18][c:19]([N+:22](=[O:23])[O-:24])[cH:20][cH:21]1. Starting materials: O.ON1N=NC2=C1C=CC=C2 (1-hydroxybenzotriazole hydrate), FC(C1=C(CN)C=CC=C1)(F)F (2-(trifluoromethyl)-benzylamine), 1-(3-dimethylaminopropyl)-3-ethylcarboiimide hydrochloride, N1=C(C=CC2=CN=CC=C12)C(=O)O (2-[1,6]naphthyridinecarboxylic acid). Solvent: CN(C)C=O (DMF). Run at time 8 hour. The product is FC(C1=C(CNC(=O)C2=NC3=CC=NC=C3C=C2)C=CC=C1)(F)F (N-(2-trifluoromethylbenzyl)-2-[1,6]naphthyridinecarboxamide). The yield is 95.6%. Reaction SMILES: [N:1]1[C:10]2[C:5](=[CH:6][N:7]=[CH:8][CH:9]=2)[CH:4]=[CH:3][C:2]=1[C:11]([OH:13])=O.O.ON1C2C=CC=CC=2N=N1.[F:25][C:26]([F:36])([F:35])[C:27]1[CH:34]=[CH:33][CH:32]=[CH:31][C:28]=1[CH2:29][NH2:30]>CN(C=O)C>[F:25][C:26]([F:35])([F:36])[C:27]1[CH:34]=[CH:33][CH:32]=[CH:31][C:28]=1[CH2:29][NH:30][C:11]([C:2]1[CH:3]=[CH:4][C:5]2[C:10](=[CH:9][CH:8]=[N:7][CH:6]=2)[N:1]=1)=[O:13] |f:1.2|. Procedure details: To a stirring mixture of 2-[1,6]naphthyridinecarboxylic acid (50 mg, 0.287 mmol) in anhydrous DMF (1.0 mL) at room temperature was added sequentially 1-hydroxybenzotriazole hydrate (42.7 mg, 0.316 mmol), 2-(trifluoromethyl)-benzylamine (61.6 μL, 0.431 mmol) and 1-(3-dimethylaminopropyl)-3-ethylcarboiimide hydrochloride (61.8 mg, 0.316 mmol). The resulting mixture was allowed to stir at room temperature overnight and it was found to be clear. The solvent was removed under vacuum. Flash column chr... Starting materials: nitro, C(C)(=O)NC1=C(OCCOC2=C(C=C(C=C2)[N+](=O)[O-])F)C=C(C=C1)F (1-(2-Acetamido-5-fluorophenoxy)-2-(2-fluoro-4-nitrophenoxy)ethane). The reagents and catalysts are [Pt] (Pt/C). Solvent: C(C)(=O)OCC (ethyl acetate). Conditions: time 2 hour. The product is C(C)(=O)NC1=C(OCCOC2=C(C=C(C=C2)N)F)C=C(C=C1)F (1-(2-Acetamido-5-fluorophenoxy)-2-(2-fluoro-4-aminophenoxy)ethane). Yield: 71.0%. As a reaction SMILES: [C:1]([NH:4][C:5]1[CH:24]=[CH:23][C:22]([F:25])=[CH:21][C:6]=1[O:7][CH2:8][CH2:9][O:10][C:11]1[CH:16]=[CH:15][C:14]([N+:17]([O-])=O)=[CH:13][C:12]=1[F:20])(=[O:3])[CH3:2]>C(OCC)(=O)C.[Pt]>[C:1]([NH:4][C:5]1[CH:24]=[CH:23][C:22]([F:25])=[CH:21][C:6]=1[O:7][CH2:8][CH2:9][O:10][C:11]1[CH:16]=[CH:15][C:14]([NH2:17])=[CH:13][C:12]=1[F:20])(=[O:3])[CH3:2]. Reported procedure: A mixture of nitro compound 15 (1.0 g, 3.1 mmol) in ethyl acetate (20 mL) and Pt/C (200 mg) was stirred for 2 hrs under H2 (1 atm). The reaction mixture was filtered through Celite and concentrated under reduced pressure. The crude product was recrystalized with benzene providing amino ethane 16 as a white solid (709 mg, 78%), m.p. 134°-136° C. 1H NMR (CDCl3): 2.12 (s, 3H), 4.29 (s, 4H) (s, 4H), 6.4-6.3 (m, 1H), 6.46 (dd, J=12.5, 2.5 Hz, 1H), 6.7-6.6 (m, 2H), 6.85 (dd, J=9, 9 Hz, 1H), 8.30 (dd, ... Reactants: CC1=C(C=C(N)C=C1)N1C=CN2N=C(C=C21)C=2C=NC=CC2 (4-Methyl-3-[6-(pyridin-3-yl)-1H-imidazo[1,2-b]pyrazol-1-yl]aniline), C(#N)C=1C=C(C(=O)O)C=C(C1)OC(F)(F)F (3-Cyano-5-(trifluoromethoxy)benzoic acid). Yields the product C(#N)C=1C=C(C(=O)NC2=CC(=C(C=C2)C)N2C=CN3N=C(C=C32)C=3C=NC=CC3)C=C(C1)OC(F)(F)F (3-Cyano-N-{4-methyl-3-[6-(pyridin-3-yl)-1H-imidazo[1,2-b]pyrazol-1-yl]phenyl}-5-(trifluoromethoxy)benzamide). RXN SMILES: [CH3:1][C:2]1[CH:8]=[CH:7][C:5]([NH2:6])=[CH:4][C:3]=1[N:9]1[C:16]2[N:12]([N:13]=[C:14]([C:17]3[CH:18]=[N:19][CH:20]=[CH:21][CH:22]=3)[CH:15]=2)[CH:11]=[CH:10]1.[C:23]([C:25]1[CH:26]=[C:27]([CH:31]=[C:32]([O:34][C:35]([F:38])([F:37])[F:36])[CH:33]=1)[C:28](O)=[O:29])#[N:24]>>[C:23]([C:25]1[CH:26]=[C:27]([CH:31]=[C:32]([O:34][C:35]([F:36])([F:38])[F:37])[CH:33]=1)[C:28]([NH:6][C:5]1[CH:7]=[CH:8][C:2]([CH3:1])=[C:3]([N:9]2[C:16]3[N:12]([N:13]=[C:14]([C:17]4[CH:18]=[N:19][CH:20]=[CH:21][CH:22]=4)[CH:15]=3)[CH:11]=[CH:10]2)[CH:4]=1)=[O:29])#[N:24]. Reported procedure: Analogously to the procedure for Example 33, 50 mg (0.17 mmol) of the compound of Example 6A and 40 mg (0.18 mmol) of the compound of Example 41A were reacted with one another. After purification of the crude product by preparative HPLC, the product-containing fractions were concentrated to a small residual volume and made alkaline with a little saturated aqueous sodium bicarbonate solution. The precipitate formed was filtered off, washed with water and dried. This gave 56 mg (65% of theory) of ...